Dataset: the Open Reaction Database (ORD), a public repository of structured organic reaction records. Task: describe an organic reaction: reactants, conditions, products, and yield Starting materials: CON(C)C(=O)C1CCCN(C(=O)OC(C)(C)C)C1, CCOCC, CCOC(C)=O, [Cl-], Fc1ccccc1CCl, I, [Mg], [NH4+]. Yields the product CC(C)(C)OC(=O)N1CCCC(C(=O)Cc2ccccc2F)C1. As a reaction SMILES: [CH3:12][O:13][N:14]([C:15](=[O:16])[CH:17]1[CH2:18][N:19]([C:23](=[O:24])[O:25][C:26]([CH3:27])([CH3:28])[CH3:29])[CH2:20][CH2:21][CH2:22]1)[CH3:30].[CH3:33][CH2:34][O:35][CH2:36][CH3:37].[CH3:38][CH2:39][O:40][C:41](=[O:42])[CH3:43].[Cl-:31].[F:3][c:4]1[c:5]([CH2:6][Cl:7])[cH:8][cH:9][cH:10][cH:11]1.[I:2].[Mg:1].[NH4+:32]>>[F:3][c:4]1[c:5]([CH2:6][C:15](=[O:16])[CH:17]2[CH2:18][N:19]([C:23](=[O:24])[O:25][C:26]([CH3:27])([CH3:28])[CH3:29])[CH2:20][CH2:21][CH2:22]2)[cH:8][cH:9][cH:10][cH:11]1. Starting materials: [BH4-].[Na+] (sodium borohydride), C(C1=CC=CC=C1)[C@H]1N(CC[C@@H](C1)N)C(=O)OC(C)(C)C ((2R*,4S*)-2-benzyl-1-t-butyloxycarbonyl-4-piperidinamine), N1=CC=C(C2=CC=CC=C12)C=O (quinoline-4-carboxaldehyde), S(=O)(=O)([O-])[O-].[Mg+2] (magnesium sulfate). Solvent: C1(=CC=CC=C1)C (toluene). Reaction conditions: time 2 hour. Product: C(C1=CC=CC=C1)[C@H]1N(CC[C@@H](C1)NCC1=CC=NC2=CC=CC=C12)C(=O)OC(C)(C)C ((2R*,4S*)-2-Benzyl-1-t-butyloxycarbonyl-N-(4-quinolylmethyl)-4-piperidinamine). RXN SMILES: [CH2:1]([C@@H:8]1[CH2:13][C@@H:12]([NH2:14])[CH2:11][CH2:10][N:9]1[C:15]([O:17][C:18]([CH3:21])([CH3:20])[CH3:19])=[O:16])[C:2]1[CH:7]=[CH:6][CH:5]=[CH:4][CH:3]=1.[N:22]1[C:31]2[C:26](=[CH:27][CH:28]=[CH:29][CH:30]=2)[C:25]([CH:32]=O)=[CH:24][CH:23]=1.S([O-])([O-])(=O)=O.[Mg+2].[BH4-].[Na+]>C1(C)C=CC=CC=1>[CH2:1]([C@@H:8]1[CH2:13][C@@H:12]([NH:14][CH2:32][C:25]2[C:26]3[C:31](=[CH:30][CH:29]=[CH:28][CH:27]=3)[N:22]=[CH:23][CH:24]=2)[CH2:11][CH2:10][N:9]1[C:15]([O:17][C:18]([CH3:21])([CH3:20])[CH3:19])=[O:16])[C:2]1[CH:3]=[CH:4][CH:5]=[CH:6][CH:7]=1 |f:2.3,4.5|. Reported procedure: A mixture of 5 g (17.2 mmol) of (2R*,4S*)-2-benzyl-1-t-butyloxycarbonyl-4-piperidinamine and 2.7 g (17.2 mmol) of quinoline-4-carboxaldehyde in 50 ml of toluene is stirred at room temperature and, after 2 hours, 2.8 g (23.3 mmol) of anhydrous magnesium sulfate are added. After a further 16 hours, the mixture is filtered and the filtrate is concentrated. The brown oil is dissolved in 50 ml of methanol, and 0.69 g (18.3 mmol) of sodium borohydride is added in 4 portions. After stirring at room tem... The reactants are [N+](=O)([O-])C=1C(=NC(=CC1)OC=1C=C(C#N)C=CC1)OC=1C=C(C#N)C=CC1 (3,3′-(3-nitro-2,6-pyridinediylbis(oxy)]bis(benzonitrile)), [H][H] (hydrogen). Reagents/catalysts: [Pd] (palladium on carbon). Solvent: C(C)O.C(C)(=O)OCC (ethanol ethyl acetate). Yields the product NC=1C(=NC(=CC1)OC=1C=C(C#N)C=CC1)OC=1C=C(C#N)C=CC1 (3,3′-(3-amino-2,6-pyridinediylbis(oxy)]-bis(benzonitrile)). Reaction SMILES: [N+:1]([C:4]1[C:5]([O:19][C:20]2[CH:21]=[C:22]([CH:25]=[CH:26][CH:27]=2)[C:23]#[N:24])=[N:6][C:7]([O:10][C:11]2[CH:12]=[C:13]([CH:16]=[CH:17][CH:18]=2)[C:14]#[N:15])=[CH:8][CH:9]=1)([O-])=O.[H][H]>C(O)C.C(OCC)(=O)C.[Pd]>[NH2:1][C:4]1[C:5]([O:19][C:20]2[CH:21]=[C:22]([CH:25]=[CH:26][CH:27]=2)[C:23]#[N:24])=[N:6][C:7]([O:10][C:11]2[CH:12]=[C:13]([CH:16]=[CH:17][CH:18]=2)[C:14]#[N:15])=[CH:8][CH:9]=1 |f:2.3|. Reported procedure: To 3,3′-(3-nitro-2,6-pyridinediylbis(oxy)]bis(benzonitrile) (18.5 g, 50 mmol) dissolved in ethanol/ethyl acetate (500 mL, 2/3) was added 10% palladium on carbon (1.8 g). After subjecting the mixture to hydrogen at 15 psi for 2 hours, the reaction was suction filtered through celite. The solvent was removed in vacuo to give 3,3′-(3-amino-2,6-pyridinediylbis(oxy)]-bis(benzonitrile); NMR (CDCl3) 7.5 (m,7), 7.2 (m,2), 6.6 (d,1), 3.8 (br,2) ppm. Starting materials: CCN=C=NCCCN(C)C, CCN(C(C)C)C(C)C, Cl, CC(C(=O)O)C(=O)NCc1cc(F)cc(F)c1, CN1C(=O)C(N)N=C(c2ccccc2)c2ccccc21, C1CCOC1. Yields the product CC(C(=O)NCc1cc(F)cc(F)c1)C(=O)NC1N=C(c2ccccc2)c2ccccc2N(C)C1=O. RXN SMILES: [CH3:44][N:45]([CH3:46])[CH2:47][CH2:48][CH2:49][N:50]=[C:51]=[N:52][CH2:53][CH3:54].[CH:55]([N:56]([CH2:57][CH3:58])[CH:59]([CH3:60])[CH3:61])([CH3:62])[CH3:63].[ClH:43].[F:1][c:2]1[cH:3][c:4]([CH2:5][NH:6][C:7]([CH:8]([C:9](=[O:10])[OH:11])[CH3:12])=[O:13])[cH:14][c:15]([F:17])[cH:16]1.[NH2:23][CH:24]1[C:25](=[O:42])[N:26]([CH3:41])[c:27]2[c:28]([cH:37][cH:38][cH:39][cH:40]2)[C:29]([c:31]2[cH:32][cH:33][cH:34][cH:35][cH:36]2)=[N:30]1.[O:18]1[CH2:19][CH2:20][CH2:21][CH2:22]1>>[F:1][c:2]1[cH:3][c:4]([CH2:5][NH:6][C:7]([CH:8]([C:9](=[O:11])[NH:23][CH:24]2[C:25](=[O:42])[N:26]([CH3:41])[c:27]3[c:28]([cH:37][cH:38][cH:39][cH:40]3)[C:29]([c:31]3[cH:32][cH:33][cH:34][cH:35][cH:36]3)=[N:30]2)[CH3:12])=[O:13])[cH:14][c:15]([F:17])[cH:16]1. The reactants are CO, CC(C)O[Si](C)(C)CC(O)(c1ccc(F)cc1F)C(C)n1ccn(-c2ccc(OC(F)(F)C(F)F)cc2)c1=O, [Na+], C1CCOC1, O=C([O-])O, OO. Product: CC(n1ccn(-c2ccc(OC(F)(F)C(F)F)cc2)c1=O)C(O)(CO)c1ccc(F)cc1F. As a reaction SMILES: [CH3:45][OH:46].[F:1][c:2]1[c:3]([C:9]([CH:10]([CH3:11])[n:12]2[c:13](=[O:30])[n:14](-[c:17]3[cH:18][cH:19][c:20]([O:23][C:24]([CH:25]([F:26])[F:27])([F:28])[F:29])[cH:21][cH:22]3)[cH:15][cH:16]2)([CH2:31][Si:32]([O:33][CH:34]([CH3:35])[CH3:36])([CH3:37])[CH3:38])[OH:39])[cH:4][cH:5][c:6]([F:8])[cH:7]1.[Na+:40].[O:47]1[CH2:48][CH2:49][CH2:50][CH2:51]1.[OH:41][C:42](=[O:43])[O-:44].[OH:52][OH:53]>>[F:1][c:2]1[c:3]([C:9]([CH:10]([CH3:11])[n:12]2[c:13](=[O:30])[n:14](-[c:17]3[cH:18][cH:19][c:20]([O:23][C:24]([CH:25]([F:26])[F:27])([F:28])[F:29])[cH:21][cH:22]3)[cH:15][cH:16]2)([OH:39])[CH2:42][OH:41])[cH:4][cH:5][c:6]([F:8])[cH:7]1.